The task is: describe an organic reaction: reactants, conditions, products, and yield. This data is from the Open Reaction Database (ORD), a public repository of structured organic reaction records. Starting materials: CC#N, CCN(C(C)C)C(C)C, Cl, O=C=Nc1ccc(OC(F)(F)F)cc1, CCOC(=O)CCNC(=O)c1ccc(CN)cc1. The product is CCOC(=O)CCNC(=O)c1ccc(CNC(=O)Nc2ccc(OC(F)(F)F)cc2)cc1. As a reaction SMILES: [CH3:34][C:35]#[N:36].[CH:37]([N:38]([CH:39]([CH3:40])[CH3:41])[CH2:42][CH3:43])([CH3:44])[CH3:45].[ClH:1].[F:20][C:21]([O:22][c:23]1[cH:24][cH:25][c:26]([N:29]=[C:30]=[O:31])[cH:27][cH:28]1)([F:32])[F:33].[NH2:2][CH2:3][c:4]1[cH:5][cH:6][c:7]([C:8](=[O:9])[NH:10][CH2:11][CH2:12][C:13](=[O:14])[O:15][CH2:16][CH3:17])[cH:18][cH:19]1>>[NH:2]([CH2:3][c:4]1[cH:5][cH:6][c:7]([C:8](=[O:9])[NH:10][CH2:11][CH2:12][C:13](=[O:14])[O:15][CH2:16][CH3:17])[cH:18][cH:19]1)[C:30]([NH:29][c:26]1[cH:25][cH:24][c:23]([O:22][C:21]([F:20])([F:32])[F:33])[cH:28][cH:27]1)=[O:31]. The reactants are CCCCCCCCCCCC(=O)Cl, Nc1ccc2nc(S)[nH]c2c1, c1ccncc1. Yields the product CCCCCCCCCCCC(=O)Nc1ccc2nc(S)[nH]c2c1. RXN SMILES: [C:12]([CH2:13][CH2:14][CH2:15][CH2:16][CH2:17][CH2:18][CH2:19][CH2:20][CH2:21][CH2:22][CH3:23])(=[O:24])[Cl:25].[NH2:1][c:2]1[cH:3][c:4]2[c:5]([n:6][c:7]([SH:9])[nH:8]2)[cH:10][cH:11]1.[cH:26]1[cH:27][cH:28][n:29][cH:30][cH:31]1>>[NH:1]([c:2]1[cH:3][c:4]2[c:5]([n:6][c:7]([SH:9])[nH:8]2)[cH:10][cH:11]1)[C:12]([CH2:13][CH2:14][CH2:15][CH2:16][CH2:17][CH2:18][CH2:19][CH2:20][CH2:21][CH2:22][CH3:23])=[O:24]. Starting materials: N1=CNC2=C1C=CC(=C2)N (benzimidazol-5-amine), S1C(=NC2=C1C=CC=C2)CBr ((benzo[d]thiazol-2-yl)methylbromide), C(=O)([O-])[O-].[K+].[K+] (K2CO3). The product is S1C(=NC2=C1C=CC=C2)CN(C2=CC1=C(NC=N1)C=C2)CC=2SC1=C(N2)C=CC=C1 (N,N-Bis((benzo[d]thiazol-2-yl)methyl)-1H-benzo[d]imidazol-5-amine). Reaction SMILES: [N:1]1[C:5]2[CH:6]=[CH:7][C:8]([NH2:10])=[CH:9][C:4]=2[NH:3][CH:2]=1.[S:11]1[C:15]2[CH:16]=[CH:17][CH:18]=[CH:19][C:14]=2[N:13]=[C:12]1[CH2:20]Br.C([O-])([O-])=O.[K+].[K+]>>[S:11]1[C:15]2[CH:16]=[CH:17][CH:18]=[CH:19][C:14]=2[N:13]=[C:12]1[CH2:20][N:10]([CH2:20][C:12]1[S:11][C:15]2[CH:16]=[CH:17][CH:18]=[CH:19][C:14]=2[N:13]=1)[C:8]1[CH:7]=[CH:6][C:5]2[NH:1][CH:2]=[N:3][C:4]=2[CH:9]=1 |f:2.3.4|. Procedure: The compound was synthesized starting from benzimidazol-5-amine (133 mg; 1 mmol; 1 eq.), (benzo[d]thiazol-2-yl)methylbromide (502 mg; 2.2 mmol; 2.2 eq.) and K2CO3 (304 mg; 2.2 mmol; 2.2 eq.) according to method 5; Yield: 0.037 g (8.7%); 428.1 MS m/z: [M+H]+; 1H-NMR (500 MHz, DMSO d6): δ 5.22 (s, 4H); 6.96 (dd, 1H, 4J=2.4 Hz, 3J=8.9 Hz); 7.02 (br s, 1H); 7.38-7.43 (m, 3H); 7.47-7.51 (m, 2H); 7.96-7.98 (m, 2H); 8.02-8.03 (m, 3H); 12.35 (br s, 1H); HPLC (METHOD [A]): rt 14.45 min (92.1%) The reactants are [OH-].[Na+] (sodium hydroxide), Cl.C(CC)N(C(=O)C1=CC2=C(N(C(=N2)CSC2=CC=C(C=C2)C(N)=N)C)C=C1)CCC(=O)OCC (1-Methyl-2-[(4-amidinophenyl)thiomethyl]benzimidazol-5-yl-carboxylic acid-N-(n-propyl)-N-(2-ethoxycarbonylethyl)amide hydrochloride), O (water). Solvent: C(C)O (ethanol). Conditions: time 2 hour. The product is Cl.C(CC)N(C(=O)C1=CC2=C(N(C(=N2)CSC2=CC=C(C=C2)C(N)=N)C)C=C1)CCC(=O)O (1-Methyl-2-[(4-amidinophenyl)thiomethyl]benzimidazol-5-yl-carboxylic acid-N-(n-propyl)-N-(2-hydroxycarbonylethyl)amide hydrochloride). Reaction SMILES: [ClH:1].[CH2:2]([N:5]([CH2:29][CH2:30][C:31]([O:33]CC)=[O:32])[C:6]([C:8]1[CH:28]=[CH:27][C:11]2[N:12]([CH3:26])[C:13]([CH2:15][S:16][C:17]3[CH:22]=[CH:21][C:20]([C:23](=[NH:25])[NH2:24])=[CH:19][CH:18]=3)=[N:14][C:10]=2[CH:9]=1)=[O:7])[CH2:3][CH3:4].[OH-].[Na+].O>C(O)C>[ClH:1].[CH2:2]([N:5]([CH2:29][CH2:30][C:31]([OH:33])=[O:32])[C:6]([C:8]1[CH:28]=[CH:27][C:11]2[N:12]([CH3:26])[C:13]([CH2:15][S:16][C:17]3[CH:22]=[CH:21][C:20]([C:23](=[NH:24])[NH2:25])=[CH:19][CH:18]=3)=[N:14][C:10]=2[CH:9]=1)=[O:7])[CH2:3][CH3:4] |f:0.1,2.3,6.7|. Reported procedure: 0.52 g (1.0 mmol) of 1-Methyl-2-[(4-amidinophenyl)thiomethyl]benzimidazol-5-yl-carboxylic acid-N-(n-propyl)-N-(2-ethoxycarbonylethyl)amide hydrochloride was dissolved in 15 ml ethanol, mixed with 5 ml of 2N sodium hydroxide solution and stirred for 2 hours at room temperature. Then 5 ml of water were added, the alcohol was distilled off, and it was acidified with concentrated hydrochloric acid. The water was distilled off in vacuo, and the crude product was taken up in 5 ml of ethanol and filter... Reactants: C(C)(C)[C@H](CO)N ((1R)-1-Isopropyl-2-hydroxyethylamine), O=S(Cl)Cl (SOCl2), CC1=C(C=CC(=C1)[N+](=O)[O-])N=C=S (2-Methyl-4-nitrophenyl isothiocyanate). Product: CC1=C(C=CC(=C1)[N+](=O)[O-])N=C1SC[C@H](N1)C(C)C ((4R)-2-(2-methyl-4-nitrophenylimino)-4-isopropyl-1,3-thiazolidine). RXN SMILES: [CH:1]([C@@H:4]([NH2:7])[CH2:5]O)([CH3:3])[CH3:2].O=S(Cl)Cl.[CH3:12][C:13]1[CH:18]=[C:17]([N+:19]([O-:21])=[O:20])[CH:16]=[CH:15][C:14]=1[N:22]=[C:23]=[S:24]>>[CH3:12][C:13]1[CH:18]=[C:17]([N+:19]([O-:21])=[O:20])[CH:16]=[CH:15][C:14]=1[N:22]=[C:23]1[NH:7][C@H:4]([CH:1]([CH3:3])[CH3:2])[CH2:5][S:24]1. Procedure details: (1R)-1-Isopropyl-2-hydroxyethylamine was reacted with SOCl2 followed by 2-Methyl-4-nitrophenyl isothiocyanate according to Method C2a to give (4R)-2-(2-methyl-4-nitrophenylimino)-4-isopropyl-1,3-thiazolidine. The thiazolidine was reacted with isobutyl bromide according to Method D2a to afford (4R)-2-(2-methyl -4-nitrophenylimino)-4-isopropyl-3-isobutyl-1,3-thiazolidine. The reactants are CN(CCC(=O)C1=C(N(C2=CC=CC=C12)C)C1=CC=CC=C1)C (3-(Dimethylamino)-1-(1-methyl-2-phenyl-1H-indol-3-yl)-1-propanone), methiodide, N1C=NC=C1 (imidazole). Yields the product N1(C=NC=C1)CCC(=O)C1=C(N(C2=CC=CC=C12)C)C1=CC=CC=C1 (3-(1H-Imidazol-1-yl)-1-(1-methyl-2-phenyl-1H-indol-3-yl)-1-propanone). As a reaction SMILES: [CH3:1][N:2]([CH3:23])[CH2:3][CH2:4][C:5]([C:7]1[C:15]2[C:10](=[CH:11][CH:12]=[CH:13][CH:14]=2)[N:9]([CH3:16])[C:8]=1[C:17]1[CH:22]=[CH:21][CH:20]=[CH:19][CH:18]=1)=[O:6].[NH:24]1C=CN=[CH:25]1>>[N:2]1([CH2:3][CH2:4][C:5]([C:7]2[C:15]3[C:10](=[CH:11][CH:12]=[CH:13][CH:14]=3)[N:9]([CH3:16])[C:8]=2[C:17]2[CH:18]=[CH:19][CH:20]=[CH:21][CH:22]=2)=[O:6])[CH:1]=[CH:25][N:24]=[CH:23]1. Procedure: 3-(Dimethylamino)-1-(1-methyl-2-phenyl-1H-indol-3-yl)-1-propanone was converted to the methiodide (5.50 g) which was then reacted with imidazole (5.50 g) to give a solid which was crystallised from ethyl acetate to give the title compound (2.91 g), m.p. 159°-162°; λmax (EtOH) 251 nm (ε19,470), λmax 307 nm (ε13,800).